From a dataset of the Open Reaction Database (ORD), a public repository of structured organic reaction records. describe an organic reaction: reactants, conditions, products, and yield Reactants: C(#N)C1=CC=C(C=C1)CC(=O)O (4-cyanophenylacetic acid), BrN1C(CCC1=O)=O (N-bromosuccinimide). Solvent: O (water), S(O)(O)(=O)=O (sulfuric acid). Conditions: time 18 hour. Reported procedure: A solution of 4-cyanophenylacetic acid (1.6 g, 9.93 mmol) in 50% aqueous sulfuric acid (10 mL) was treated with N-bromosuccinimide (1.8 g, 10.11 mmol). The mixture was stirred in the dark for 18 h then diluted with water and extracted with diethyl ether to give 2-bromo-4-cyanophenylacetic acid (2.1 g, 7.00 mmol, 70.5% yield) as a white solid containing about 25% of starting material. Yields the product BrC1=C(C=CC(=C1)C#N)CC(=O)O (2-bromo-4-cyanophenylacetic acid). The yield is 70.5%. RXN SMILES: [C:1]([C:3]1[CH:8]=[CH:7][C:6]([CH2:9][C:10]([OH:12])=[O:11])=[CH:5][CH:4]=1)#[N:2].[Br:13]N1C(=O)CCC1=O>S(=O)(=O)(O)O.O>[Br:13][C:5]1[CH:4]=[C:3]([C:1]#[N:2])[CH:8]=[CH:7][C:6]=1[CH2:9][C:10]([OH:12])=[O:11]. Reactants: F[B-](F)(F)F, N#Cc1ccc(C(=O)O)cc1, CCN(C(C)C)C(C)C, CNC(CN1CC(O)C1)C1CCCCC1, ClCCl, CN(C)C(On1nnc2ccccc21)=[N+](C)C. Yields the product CN(C(=O)c1ccc(C#N)cc1)C(CN1CC(O)C1)C1CCCCC1. As a reaction SMILES: [B-:21]([F:22])([F:23])([F:24])[F:25].[C:1](#[N:2])[c:3]1[cH:4][cH:5][c:6]([C:7](=[O:8])[OH:9])[cH:10][cH:11]1.[CH:12]([N:13]([CH2:14][CH3:15])[CH:16]([CH3:17])[CH3:18])([CH3:19])[CH3:20].[CH:43]1([CH:49]([CH2:50][N:51]2[CH2:52][CH:53]([OH:55])[CH2:54]2)[NH:56][CH3:57])[CH2:44][CH2:45][CH2:46][CH2:47][CH2:48]1.[Cl:58][CH2:59][Cl:60].[n:26]1([O:27][C:28]([N:29]([CH3:30])[CH3:31])=[N+:32]([CH3:33])[CH3:34])[c:35]2[cH:36][cH:37][cH:38][cH:39][c:40]2[n:41][n:42]1>>[C:1](#[N:2])[c:3]1[cH:4][cH:5][c:6]([C:7](=[O:9])[N:56]([CH:49]([CH:43]2[CH2:44][CH2:45][CH2:46][CH2:47][CH2:48]2)[CH2:50][N:51]2[CH2:52][CH:53]([OH:55])[CH2:54]2)[CH3:57])[cH:10][cH:11]1. Reactants: C(C1=CC=CC=C1)C1C(=CC(O1)=O)O (5-benzyl-4-hydroxy-5H-furan-2-one), C(C1=CC=CC=C1)=O (benzaldehyde), N1C=C(C2=CC=CC=C12)CCNC(C)=O (N-[2-(1H-indol-3-yl)-ethyl]-acetamide). The product is C(C1=CC=CC=C1)C1C(=C(C(O1)=O)C(C=1NC2=CC=CC=C2C1CCNC(C)=O)C1=CC=CC=C1)O (N-(2-{2-[(5-Benzyl-4-hydroxy-2-oxo-2,5-dihydro-furan-3-yl)-phenyl-methyl]-1H-indol-3-yl}-ethyl)-acetamide). RXN SMILES: [CH2:1]([CH:8]1[O:12][C:11](=[O:13])[CH:10]=[C:9]1[OH:14])[C:2]1[CH:7]=[CH:6][CH:5]=[CH:4][CH:3]=1.[CH:15](=O)[C:16]1[CH:21]=[CH:20][CH:19]=[CH:18][CH:17]=1.[NH:23]1[C:31]2[C:26](=[CH:27][CH:28]=[CH:29][CH:30]=2)[C:25]([CH2:32][CH2:33][NH:34][C:35](=[O:37])[CH3:36])=[CH:24]1>>[CH2:1]([CH:8]1[O:12][C:11](=[O:13])[C:10]([CH:15]([C:16]2[CH:21]=[CH:20][CH:19]=[CH:18][CH:17]=2)[C:24]2[NH:23][C:31]3[C:26]([C:25]=2[CH2:32][CH2:33][NH:34][C:35](=[O:37])[CH3:36])=[CH:27][CH:28]=[CH:29][CH:30]=3)=[C:9]1[OH:14])[C:2]1[CH:3]=[CH:4][CH:5]=[CH:6][CH:7]=1. Procedure: Using general procedure C, 5-benzyl-4-hydroxy-5H-furan-2-one (Lit. 13) was reacted with benzaldehyde and N-[2-(1H-indol-3-yl)-ethyl]-acetamide to give the title compound as a white solid. MS: 481.0 ([M+H]+). Starting materials: FC=1C=CC(=NC1)C1=NOC(=C1CCC=1SC(=CN1)C(=O)O)C (2-{2-[3-(5-fluoro-pyridin-2-yl)-5-methyl-isoxazol-4-yl]-ethyl}-thiazole-5-carboxylic acid), FC(CN)(F)F (2,2,2-trifluoroethylamine). As a reaction SMILES: [F:1][C:2]1[CH:3]=[CH:4][C:5]([C:8]2[C:12]([CH2:13][CH2:14][C:15]3[S:16][C:17]([C:20]([OH:22])=O)=[CH:18][N:19]=3)=[C:11]([CH3:23])[O:10][N:9]=2)=[N:6][CH:7]=1.[F:24][C:25]([F:29])([F:28])[CH2:26][NH2:27]>>[F:24][C:25]([F:29])([F:28])[CH2:26][NH:27][C:20]([C:17]1[S:16][C:15]([CH2:14][CH2:13][C:12]2[C:8]([C:5]3[CH:4]=[CH:3][C:2]([F:1])=[CH:7][N:6]=3)=[N:9][O:10][C:11]=2[CH3:23])=[N:19][CH:18]=1)=[O:22]. Yield: 68.0%. The product is FC(CNC(=O)C1=CN=C(S1)CCC=1C(=NOC1C)C1=NC=C(C=C1)F)(F)F (2-{2-[3-(5-Fluoro-pyridin-2-yl)-5-methyl-isoxazol-4-yl]-ethyl}-thiazole-5-carboxylic acid (2,2,2-trifluoro-ethyl)-amide). Procedure: As described for example 40c, 2-{2-[3-(5-fluoro-pyridin-2-yl)-5-methyl-isoxazol-4-yl]-ethyl}-thiazole-5-carboxylic acid (67 mg, 0.20 mmol) was converted, using 2,2,2-trifluoroethylamine instead of 4-aminotetrahydropyran, to the title compound (56 mg, 68%) which was obtained as a white solid. MS: m/e=415.2 [M+H]+. Reactants: BrCC1=CC=C(C=C1)C1=CC=C(C=C1)C(=O)N(C)OC (4'-bromomethyl-N-methoxy-N-methyl-4-biphenylcarboxamide), solution, CNC (dimethylamine). Solvent: C(C)O (ethanol). Reaction conditions: time 24 hour. Yields the product CN(C)CC1=CC=C(C=C1)C1=CC=C(C=C1)C(=O)N(C)OC (4'-[(dimethylamino)methyl]-N-methoxy-N-methyl-4-biphenylcarboxamide). Isolated yield 52.0%. As a reaction SMILES: Br[CH2:2][C:3]1[CH:8]=[CH:7][C:6]([C:9]2[CH:14]=[CH:13][C:12]([C:15]([N:17]([O:19][CH3:20])[CH3:18])=[O:16])=[CH:11][CH:10]=2)=[CH:5][CH:4]=1.[CH3:21][NH:22][CH3:23]>C(O)C>[CH3:21][N:22]([CH2:2][C:3]1[CH:8]=[CH:7][C:6]([C:9]2[CH:14]=[CH:13][C:12]([C:15]([N:17]([O:19][CH3:20])[CH3:18])=[O:16])=[CH:11][CH:10]=2)=[CH:5][CH:4]=1)[CH3:23]. Procedure: 1.95 g of 4'-bromomethyl-N-methoxy-N-methyl-4-biphenylcarboxamide was treated with 20 mL of a 33% solution of dimethylamine in ethanol, stirred at room temperature for 24 hours, the reaction mixture was evaporated, the residue was dissolved in 50 mL of ethyl acetate and washed with 50 mL of sodium hydroxide solution and with 50 mL of a saturated sodium chloride solution. The organic phases were dried over magnesium sulphate and evaporated. The crude product was chromatographed on 100 mL of silic... Reactants: Cc1ccc(S(=O)(=O)OCC2CCc3cc(F)cc(-c4ccccc4-c4ccccc4)c3O2)cc1, CS(C)=O, [N-]=[N+]=[N-], [Na+]. Yields the product [N-]=[N+]=NCC1CCc2cc(F)cc(-c3ccccc3-c3ccccc3)c2O1. As a reaction SMILES: [CH3:1][c:2]1[cH:3][cH:4][c:5]([S:6]([O:7][CH2:12][CH:13]2[O:14][c:15]3[c:16](-[c:24]4[c:25](-[c:30]5[cH:31][cH:32][cH:33][cH:34][cH:35]5)[cH:26][cH:27][cH:28][cH:29]4)[cH:17][c:18]([F:23])[cH:19][c:20]3[CH2:21][CH2:22]2)(=[O:8])=[O:9])[cH:10][cH:11]1.[CH3:40][S:41]([CH3:42])=[O:43].[N-:37]=[N+:38]=[N-:39].[Na+:36]>>[CH2:12]([CH:13]1[O:14][c:15]2[c:16](-[c:24]3[c:25](-[c:30]4[cH:31][cH:32][cH:33][cH:34][cH:35]4)[cH:26][cH:27][cH:28][cH:29]3)[cH:17][c:18]([F:23])[cH:19][c:20]2[CH2:21][CH2:22]1)[N:37]=[N+:38]=[N-:39]. The reactants are C1=CCCCCCCCCCC1 (cyclododecene), ClN(C(=O)OCC)Cl (dichlorourethane), C1=CC=CC=C1 (benzene). The solvent is CCOCC (ether), CCCCCC (hexane). Yields the product CCC(CCCCCCCCCCCC)=O (pentadecan-3-one). As a reaction SMILES: [CH:1]1[CH2:12][CH2:11][CH2:10][CH2:9][CH2:8][CH2:7][CH2:6][CH2:5][CH2:4][CH2:3][CH:2]=1.ClN(Cl)C([O:17][CH2:18][CH3:19])=O.[CH:21]1C=CC=CC=1>CCOCC.CCCCCC>[CH3:21][CH2:19][C:18](=[O:17])[CH2:1][CH2:12][CH2:11][CH2:10][CH2:9][CH2:8][CH2:7][CH2:6][CH2:5][CH2:4][CH2:3][CH3:2]. Procedure details: A solution of 15.7 g cyclododecene and 15.8 g dichlorourethane in 125 ml of benzene was refluxed for 12 hours under a nitrogen atmosphere. The reaction mixture was cooled, diluted with 100 ml of ether and then washed repeatedly with saturated sodiumbisulfite solution. After washing with brine the organic layer was dried and concentrated to give 19.5 g of crudechlorourethane. This was heated at 100°-120° C. for 6 hours. The resulting thick dark oil was diluted with hexane and allowed to stand in ... Reactants: Br, CC#N, OCc1ccccc1OCc1ccc(-c2ccc(C(F)(F)F)cc2)cc1, c1ccc([PH+](c2ccccc2)c2ccccc2)cc1. Yields the product [Br-], FC(F)(F)c1ccc(-c2ccc(COc3ccccc3C[P+](c3ccccc3)(c3ccccc3)c3ccccc3)cc2)cc1. RXN SMILES: [BrH:27].[CH3:47][C:48]#[N:49].[F:1][C:2]([c:3]1[cH:4][cH:5][c:6](-[c:9]2[cH:10][cH:11][c:12]([CH2:15][O:16][c:17]3[c:18]([CH2:23][OH:24])[cH:19][cH:20][cH:21][cH:22]3)[cH:13][cH:14]2)[cH:7][cH:8]1)([F:25])[F:26].[c:28]1([PH+:34]([c:35]2[cH:36][cH:37][cH:38][cH:39][cH:40]2)[c:41]2[cH:42][cH:43][cH:44][cH:45][cH:46]2)[cH:29][cH:30][cH:31][cH:32][cH:33]1>>[Br-:27].[F:1][C:2]([c:3]1[cH:4][cH:5][c:6](-[c:9]2[cH:10][cH:11][c:12]([CH2:15][O:16][c:17]3[c:18]([CH2:23][P+:34]([c:28]4[cH:29][cH:30][cH:31][cH:32][cH:33]4)([c:35]4[cH:36][cH:37][cH:38][cH:39][cH:40]4)[c:41]4[cH:42][cH:43][cH:44][cH:45][cH:46]4)[cH:19][cH:20][cH:21][cH:22]3)[cH:13][cH:14]2)[cH:7][cH:8]1)([F:25])[F:26]. Reactants: FC(C(=O)OCC)(C1(O)[C@@H](OCC2=CC=CC=C2)[C@H](OCC2=CC=CC=C2)[C@H](O1)COCC1=CC=CC=C1)F (2-deoxy-2,2-difluoro-4,5,7-tris-O-(phenylmethyl)-D-arabino-3-heptulofuranosonic acid, ethyl ester), B(F)(F)F.CCOCC (boron trifluoride etherate), C([O-])(O)=O.[Na+] (sodium bicarbonate). Run in CCOCC (ether), C(C)(=O)OC(C)=O (acetic anhydride). Conditions: time 2 hour. Yields the product C(C)(=O)OC1(C(C(=O)OCC)(F)F)[C@@H](OCC2=CC=CC=C2)[C@H](OCC2=CC=CC=C2)[C@H](O1)COC(C)=O (2-Deoxy-2,2-difluoro-4,5-bis-O-(phenylmethyl)-D-arabino-3-heptulofuranosonic acid, ethyl ester diacetate). Reaction SMILES: [F:1][C:2]([F:39])([C:8]1([O:29][C@H:28]([CH2:30][O:31][CH2:32][C:33]2C=CC=CC=2)[C@@H:19]([O:20][CH2:21][C:22]2[CH:27]=[CH:26][CH:25]=[CH:24][CH:23]=2)[C@@H:10]1[O:11][CH2:12][C:13]1[CH:18]=[CH:17][CH:16]=[CH:15][CH:14]=1)[OH:9])[C:3]([O:5][CH2:6][CH3:7])=[O:4].B(F)(F)F.[CH3:44][CH2:45][O:46]CC.C(=O)(O)[O-:50].[Na+]>C(OC(=O)C)(=O)C.CCOCC>[C:45]([O:9][C:8]1([O:29][C@H:28]([CH2:30][O:31][C:32](=[O:50])[CH3:33])[C@@H:19]([O:20][CH2:21][C:22]2[CH:27]=[CH:26][CH:25]=[CH:24][CH:23]=2)[C@@H:10]1[O:11][CH2:12][C:13]1[CH:14]=[CH:15][CH:16]=[CH:17][CH:18]=1)[C:2]([F:39])([F:1])[C:3]([O:5][CH2:6][CH3:7])=[O:4])(=[O:46])[CH3:44] |f:1.2,3.4|. Procedure: To a stirred solution of 2.40 g of 2-deoxy-2,2-difluoro-4,5,7-tris-O-(phenylmethyl)-D-arabino-3-heptulofuranosonic acid, ethyl ester in 8.8 ml of acetic anhydride at 0° C. was added 1.08 ml of boron trifluoride etherate. After 2 hours at 0° C., the solution was diluted with ether and stirred with aqueous sodium bicarbonate solution. The organic layer was washed with water and brine, dried, and concentrated. The residue was subjected to column chromatography on silica gel to give an oil, CMR δ 20...